Dataset: the Open Reaction Database (ORD), a public repository of structured organic reaction records. Task: describe an organic reaction: reactants, conditions, products, and yield Starting materials: C(C)OC(CC=1C(=NN(C1C)C1=NC=CC=C1)CC(C)C)=O ((3-isobutyl-5-methyl-1-pyridin-2-yl-1H-pyrazol-4-yl)-acetic acid ethyl ester), [H-].C(C(C)C)[Al+]CC(C)C (diisobutylaluminum hydride). The solvent is O1CCCC1 (tetrahydrofuran). Reaction conditions: temperature -78 celsius, time 6 hour. Product: C(C(C)C)C1=NN(C(=C1CC=O)C)C1=NC=CC=C1 ((3-Isobutyl-5-methyl-1-pyridin-2-yl-1H-pyrazol-4-yl)-acetaldehyde). RXN SMILES: C([O:3][C:4](=O)[CH2:5][C:6]1[C:7]([CH2:18][CH:19]([CH3:21])[CH3:20])=[N:8][N:9]([C:12]2[CH:17]=[CH:16][CH:15]=[CH:14][N:13]=2)[C:10]=1[CH3:11])C.[H-].C([Al+]CC(C)C)C(C)C>O1CCCC1>[CH2:18]([C:7]1[C:6]([CH2:5][CH:4]=[O:3])=[C:10]([CH3:11])[N:9]([C:12]2[CH:17]=[CH:16][CH:15]=[CH:14][N:13]=2)[N:8]=1)[CH:19]([CH3:21])[CH3:20] |f:1.2|. Procedure: Dissolve (3-isobutyl-5-methyl-1-pyridin-2-yl-1H-pyrazol-4-yl)-acetic acid ethyl ester (3.35 g, 11.11 mmol) in tetrahydrofuran (50 mL) and cool to −78° C. Add diisobutylaluminum hydride (33.3 mL, 33.3 mmol, 1 M in toluene) dropwise. Continue stirring at −78° C. for 6 hr. Quench with saturated aqueous potassium sodium tartrate solution (50 mL) and warm to room temperature over 16 hr. Extract with ethyl acetate (2×100 mL). Combine organic layers, dry (sodium sulfate), filter and concentrate. Purify... Starting materials: C(=O)([O-])[O-].[K+].[K+] (K2CO3), [BH4-].[Na+] (NaBH4), CN1C(=CC=C1[N+](=O)[O-])C=O (1-methyl-5-nitro-2-pyrrolealdehyde), O (water). Run in CO (MeOH). Conditions: time 20 minute. Product: OCC=1N(C(=CC1)[N+](=O)[O-])C (2-hydroxymethyl-1-methyl-5-nitropyrrole). Isolated yield 97.3%. Reaction SMILES: [BH4-].[Na+].[CH3:3][N:4]1[C:8]([N+:9]([O-:11])=[O:10])=[CH:7][CH:6]=[C:5]1[CH:12]=[O:13].O.C([O-])([O-])=O.[K+].[K+]>CO>[OH:13][CH2:12][C:5]1[N:4]([CH3:3])[C:8]([N+:9]([O-:11])=[O:10])=[CH:7][CH:6]=1 |f:0.1,4.5.6|. Reported procedure: Solid NaBH4 (0.19 g, 5.03 mmol) was added portionwise to a stirred solution of 1-methyl-5-nitro-2-pyrrolealdehyde (42) [for preparation see Fournari, P. Bull. Soc. Chim. Fr., 88, 488-491, 1963] (0.78 g, 5.07 mmol) in MeOH (40 mL) at room temperature under N2. After addition was complete, the reaction mixture was stirred for a further 20 min, then water (40 mL) was added and the mixture was saturated with solid K2CO3. Extraction with EtOAc gave 2-hydroxymethyl-1-methyl-5-nitropyrrole (43) (0.77 g...